This data is from the Open Reaction Database (ORD), a public repository of structured organic reaction records. The task is: describe an organic reaction: reactants, conditions, products, and yield Run at time 5 hour. Procedure details: A solution of 4-isopropylacetophenone (65 g) in ethyl acetate (250 mL) is cooled to 0° C. and treated with bromine (65 g) dropwise. The mixture is stirred for 5 h, then quenched by the addition of water (250 mL). The phases are separated, and the aqueous layer is extracted with ethyl acetate. The organic phases are washed with satd. aq. NaHCO3 and brine, combined, dried over Na2SO4, filtered and evaporated to afford the product, 2-bromo-4′-isopropylacetophenone (64 g, 66%). Yields the product BrCC(=O)C1=CC=C(C=C1)C(C)C (2-bromo-4′-isopropylacetophenone). The reactants are CC(C)C1=CC=C(C=C1)C(=O)C (4-isopropylacetophenone), BrBr (bromine). Run in C(C)(=O)OCC (ethyl acetate). RXN SMILES: [CH3:1][CH:2]([C:4]1[CH:9]=[CH:8][C:7]([C:10]([CH3:12])=[O:11])=[CH:6][CH:5]=1)[CH3:3].[Br:13]Br>C(OCC)(=O)C>[Br:13][CH2:12][C:10]([C:7]1[CH:6]=[CH:5][C:4]([CH:2]([CH3:1])[CH3:3])=[CH:9][CH:8]=1)=[O:11]. Yield: 66.2%. The reactants are [Br-], CCOCC, Cc1csc(C)c1CO, CC#N, c1ccc([PH+](c2ccccc2)c2ccccc2)cc1. Reaction SMILES: [Br-:10].[CH2:33]([O:34][CH2:35][CH3:36])[CH3:37].[CH3:1][c:2]1[s:3][cH:4][c:5]([CH3:9])[c:6]1[CH2:7][OH:8].[CH3:30][C:31]#[N:32].[c:11]1([PH+:17]([c:18]2[cH:19][cH:20][cH:21][cH:22][cH:23]2)[c:24]2[cH:25][cH:26][cH:27][cH:28][cH:29]2)[cH:12][cH:13][cH:14][cH:15][cH:16]1>>[Br-:10].[CH3:1][c:2]1[s:3][cH:4][c:5]([CH3:9])[c:6]1[CH2:7][P+:17]([c:11]1[cH:12][cH:13][cH:14][cH:15][cH:16]1)([c:18]1[cH:19][cH:20][cH:21][cH:22][cH:23]1)[c:24]1[cH:25][cH:26][cH:27][cH:28][cH:29]1. Yields the product [Br-], Cc1csc(C)c1C[P+](c1ccccc1)(c1ccccc1)c1ccccc1. Starting materials: BrB(Br)Br, ClCCl, COc1cc(Cl)cc(CN)c1. Yields the product NCc1cc(O)cc(Cl)c1. RXN SMILES: [B:12]([Br:13])([Br:14])[Br:15].[Cl:16][CH2:17][Cl:18].[Cl:1][c:2]1[cH:3][c:4]([CH2:5][NH2:6])[cH:7][c:8]([O:10][CH3:11])[cH:9]1>>[Cl:1][c:2]1[cH:3][c:4]([CH2:5][NH2:6])[cH:7][c:8]([OH:10])[cH:9]1. Starting materials: 48681A, ClC1=C(C=CC=C1)C(C1=C(C=CC(=C1)Cl)N1C(=NN=C1COS(=O)(=O)C)CN(C)C)=O (2',5-dichloro-2-[3-(dimethylaminomethyl)-5-mesyloxymethyl-4H-1,2,4-triazol-4-yl]benzophenone), N (ammonia). Solvent: CO (methanol). Yields the product ClC=1C=CC2=C(C(=NCC=3N2C(=NN3)CN(C)C)C3=C(C=CC=C3)Cl)C1 (8-chloro-6-(2-chlorophenyl)-1-[(dimethylamino)methyl]-4H-s-triazolo[4,3-a][1,4]benzodiazepine). As a reaction SMILES: [Cl:1][C:2]1[CH:7]=[CH:6][CH:5]=[CH:4][C:3]=1[C:8](=O)[C:9]1[CH:14]=[C:13]([Cl:15])[CH:12]=[CH:11][C:10]=1[N:16]1[C:20]([CH2:21]OS(C)(=O)=O)=[N:19][N:18]=[C:17]1[CH2:27][N:28]([CH3:30])[CH3:29].[NH3:32]>CO>[Cl:15][C:13]1[CH:12]=[CH:11][C:10]2[N:16]3[C:17]([CH2:27][N:28]([CH3:30])[CH3:29])=[N:18][N:19]=[C:20]3[CH2:21][N:32]=[C:8]([C:3]3[CH:4]=[CH:5][CH:6]=[CH:7][C:2]=3[Cl:1])[C:9]=2[CH:14]=1. Procedure: Derwent Abstract 48681A briefs a Japanese Patent Publication No. 59696/78, published May 29, 1978, disclosing the ring closure of 2',5-dichloro-2-[3-(dimethylaminomethyl)-5-mesyloxymethyl-4H-1,2,4-triazol-4-yl]benzophenone in a sealed tube with ammonia containing methanol to obtain 8-chloro-6-(2-chlorophenyl)-1-[(dimethylamino)methyl]-4H-s-triazolo[4,3-a][1,4]benzodiazepine. However, sealed tube procedures are not practical for commercial scale chemical process operations, and the abstract does ... The reactants are ClC1=CC(N(C=C1)C1=CC(=C(C=C1)OCC(C)(C)O)OC)=O (4-chloro-1-(4-(2-hydroxy-2-methylpropoxy)-3-methoxyphenyl)pyridin-2(1H)-one), FC(OC1=CC=C(C=C1)B(O)O)(F)F (4-(trifluoromethoxy)phenylboronic acid), P(=O)([O-])([O-])[O-].[K+].[K+].[K+] (potassium phosphate). Reagents/catalysts: C=1C=CC(=CC1)[P](C=2C=CC=CC2)(C=3C=CC=CC3)[Pd]([P](C=4C=CC=CC4)(C=5C=CC=CC5)C=6C=CC=CC6)([P](C=7C=CC=CC7)(C=8C=CC=CC8)C=9C=CC=CC9)[P](C=1C=CC=CC1)(C=1C=CC=CC1)C=1C=CC=CC1 (palladium tetrakis). The solvent is C(Cl)Cl (CH2Cl2), CN(C)C=O (DMF). Run at temperature 60 celsius, time 17 hour. Yields the product OC(COC1=C(C=C(C=C1)N1C(C=C(C=C1)C1=CC=C(C=C1)OC(F)(F)F)=O)OC)(C)C (1-(4-(2-hydroxy-2-methylpropoxy)-3-methoxyphenyl)-4-(4-(trifluoromethoxy)-phenyl)pyridin-2(1H)-one). The yield is 63.6%. RXN SMILES: Cl[C:2]1[CH:7]=[CH:6][N:5]([C:8]2[CH:13]=[CH:12][C:11]([O:14][CH2:15][C:16]([OH:19])([CH3:18])[CH3:17])=[C:10]([O:20][CH3:21])[CH:9]=2)[C:4](=[O:22])[CH:3]=1.[F:23][C:24]([F:36])([F:35])[O:25][C:26]1[CH:31]=[CH:30][C:29](B(O)O)=[CH:28][CH:27]=1.P([O-])([O-])([O-])=O.[K+].[K+].[K+]>CN(C=O)C.C(Cl)Cl.C1C=CC([P]([Pd]([P](C2C=CC=CC=2)(C2C=CC=CC=2)C2C=CC=CC=2)([P](C2C=CC=CC=2)(C2C=CC=CC=2)C2C=CC=CC=2)[P](C2C=CC=CC=2)(C2C=CC=CC=2)C2C=CC=CC=2)(C2C=CC=CC=2)C2C=CC=CC=2)=CC=1>[OH:19][C:16]([CH3:18])([CH3:17])[CH2:15][O:14][C:11]1[CH:12]=[CH:13][C:8]([N:5]2[CH:6]=[CH:7][C:2]([C:29]3[CH:28]=[CH:27][C:26]([O:25][C:24]([F:23])([F:35])[F:36])=[CH:31][CH:30]=3)=[CH:3][C:4]2=[O:22])=[CH:9][C:10]=1[O:20][CH3:21] |f:2.3.4.5,^1:56,58,77,96|. Procedure details: A mixture of 4-chloro-1-(4-(2-hydroxy-2-methylpropoxy)-3-methoxyphenyl)pyridin-2(1H)-one Part D (25 mg, 0.08 mmol), 4-(trifluoromethoxy)phenylboronic acid (28 mg, 0.14 mmol), tribasic potassium phosphate (49 mg, 0.23 mmol), and palladium tetrakis (9 mg, 7.7 μmol) in DMF (0.4 mL) was stirred at 60° C. under nitrogen for 17 hours. The reaction mixture was diluted with CH2Cl2, filtered and concentrated. The crude was purified using preparative HPLC (C18 column/10:90:0.1 to 90:10:0.1 MeOH—H2O-TFA). ... Starting materials: solid, Cl.Cl.Cl.O1COC2=C1C=CC=C2N2CCN(CC2)CC[C@@H]2CC[C@H](CC2)N (Trans-4-[2-(4-Benzo[1,3]dioxol-4-yl-piperazin-1-yl)-ethyl]-cyclohexylamine trihydrochloride), Cl.Cl.Cl.O1COC2=C1C=CC=C2N2CCN(CC2)CC[C@@H]2CC[C@H](CC2)N (Trans-4-[2-(4-Benzo[1,3]dioxol-4-yl-piperazin-1-yl)-ethyl]-cyclohexylamine trihydrochloride), CS(=O)(=O)CC(=O)O (2-(methylsulfonyl)acetic acid). Yields the product O1COC2=C1C=CC=C2N2CCN(CC2)CC[C@@H]2CC[C@H](CC2)NC(CS(=O)(=O)C)=O (Trans-N-{4-[2-(4-Benzo[1,3]dioxol-4-yl-piperazin-1-yl)-ethyl]-cyclohexyl}-2-methanesulfonyl-acetamide). RXN SMILES: Cl.Cl.Cl.[O:4]1[C:8]2[CH:9]=[CH:10][CH:11]=[C:12]([N:13]3[CH2:18][CH2:17][N:16]([CH2:19][CH2:20][C@H:21]4[CH2:26][CH2:25][C@H:24]([NH2:27])[CH2:23][CH2:22]4)[CH2:15][CH2:14]3)[C:7]=2[O:6][CH2:5]1.[CH3:28][S:29]([CH2:32][C:33](O)=[O:34])(=[O:31])=[O:30]>>[O:4]1[C:8]2[CH:9]=[CH:10][CH:11]=[C:12]([N:13]3[CH2:18][CH2:17][N:16]([CH2:19][CH2:20][C@H:21]4[CH2:26][CH2:25][C@H:24]([NH:27][C:33](=[O:34])[CH2:32][S:29]([CH3:28])(=[O:31])=[O:30])[CH2:23][CH2:22]4)[CH2:15][CH2:14]3)[C:7]=2[O:6][CH2:5]1 |f:0.1.2.3|. Procedure details: The title compound, white solid (22.6 mg, 61.4%), MS (ISP) m/z=452.1 [(M+H)+], was prepared in accordance with the general method of example 1 from Trans-4-[2-(4-Benzo[1,3]dioxol-4-yl-piperazin-1-yl)-ethyl]-cyclohexylamine hydrochloride (Intermediate A) (30 mg, 81.5 mmol) and 2-(methylsulfonyl)acetic acid. Reactants: ClC1=CC=NC2=CC(=C(C=C12)C(=O)OC)OCCOC (Methyl 4-chloro-7-(2-methoxyethoxy)-6-quinolinecarboxylate), NC1=C(C=C(C=C1)O)Cl (4-amino-3-chlorophenol), [H-].[Na+] (sodium hydride), CN(C=O)C (dimethylformamide). Run in O (water). The product is NC1=C(C=C(OC2=CC=NC3=CC(=C(C=C23)C(=O)OC)OCCOC)C=C1)Cl (Methyl 4-(4-amino-3-chlorophenoxy)-7-(2-methoxyethoxy)-6-quinolinecarboxylate). Reaction SMILES: Cl[C:2]1[C:11]2[C:6](=[CH:7][C:8]([O:16][CH2:17][CH2:18][O:19][CH3:20])=[C:9]([C:12]([O:14][CH3:15])=[O:13])[CH:10]=2)[N:5]=[CH:4][CH:3]=1.[NH2:21][C:22]1[CH:27]=[CH:26][C:25]([OH:28])=[CH:24][C:23]=1[Cl:29].[H-].[Na+].CN(C)C=O>O>[NH2:21][C:22]1[CH:27]=[CH:26][C:25]([O:28][C:2]2[C:11]3[C:6](=[CH:7][C:8]([O:16][CH2:17][CH2:18][O:19][CH3:20])=[C:9]([C:12]([O:14][CH3:15])=[O:13])[CH:10]=3)[N:5]=[CH:4][CH:3]=2)=[CH:24][C:23]=1[Cl:29] |f:2.3|. Procedure details: Methyl 4-chloro-7-(2-methoxyethoxy)-6-quinolinecarboxylate (4.9 g), 4-amino-3-chlorophenol (2.0 g), sodium hydride (550 mg) and dimethylformamide (20 ml) were stirred together at 100° C. for 2 hours. The mixture was returned to room temperature, water was added, and extraction was performed with ethyl acetate. Silica gel was added to the extract solution and the solvent was distilled off under reduced pressure. The silica gel was charged into a dry column packed with silica gel, and purification... Reactants: [BH4-], COC(=O)C1C(C(=O)O)N(Cc2ccccc2)C(=O)N1Cc1ccccc1, CC(C)O, Cl, [Na+]. Product: O=C1OCC2C1N(Cc1ccccc1)C(=O)N2Cc1ccccc1. Reaction SMILES: [BH4-:28].[CH2:1]([c:2]1[cH:3][cH:4][cH:5][cH:6][cH:7]1)[N:8]1[C:9](=[O:27])[N:10]([CH2:20][c:21]2[cH:22][cH:23][cH:24][cH:25][cH:26]2)[CH:11]([C:17](=[O:18])[OH:19])[CH:12]1[C:13](=[O:14])[O:15][CH3:16].[CH:31]([OH:32])([CH3:33])[CH3:34].[ClH:30].[Na+:29]>>[CH2:1]([c:2]1[cH:3][cH:4][cH:5][cH:6][cH:7]1)[N:8]1[C:9](=[O:27])[N:10]([CH2:20][c:21]2[cH:22][cH:23][cH:24][cH:25][cH:26]2)[CH:11]2[CH:12]1[C:13](=[O:14])[O:18][CH2:17]2. The reactants are BrC=1C=C(C=C(C1N)Br)SCCCCOC=1C=C2CCC(NC2=CC1)=O (6-[4-(3,5-dibromo-4-amino-phenylmercapto)-butoxy]-3,4-dihydro-carbostyril), OO (hydrogen peroxide). Yields the product BrC=1C=C(C=C(C1N)Br)S(=O)CCCCOC=1C=C2CCC(NC2=CC1)=O (6-[4-(3,5-Dibromo-4-amino-phenylsulfinyl)-butoxy]-3,4-dihydro-carbostyril). Reaction SMILES: [Br:1][C:2]1[CH:3]=[C:4]([S:10][CH2:11][CH2:12][CH2:13][CH2:14][O:15][C:16]2[CH:17]=[C:18]3[C:23](=[CH:24][CH:25]=2)[NH:22][C:21](=[O:26])[CH2:20][CH2:19]3)[CH:5]=[C:6]([Br:9])[C:7]=1[NH2:8].[OH:27]O>>[Br:1][C:2]1[CH:3]=[C:4]([S:10]([CH2:11][CH2:12][CH2:13][CH2:14][O:15][C:16]2[CH:17]=[C:18]3[C:23](=[CH:24][CH:25]=2)[NH:22][C:21](=[O:26])[CH2:20][CH2:19]3)=[O:27])[CH:5]=[C:6]([Br:9])[C:7]=1[NH2:8]. Procedure details: Prepared analogous to Example 123 from 6-[4-(3,5-dibromo-4-amino-phenylmercapto)-butoxy]-3,4-dihydro-carbostyril and hydrogen peroxide. Reactants: CCOc1ncnc(C(F)(F)F)c1Br, [Li]CCCC, C1CCOC1, CCCCCC, COC=O, [Cl-], [NH4+]. Product: CCOc1ncnc(C(F)(F)F)c1C=O. RXN SMILES: [Br:1][c:2]1[c:3]([O:12][CH2:13][CH3:14])[n:4][cH:5][n:6][c:7]1[C:8]([F:9])([F:10])[F:11].[CH2:15]([Li:16])[CH2:17][CH2:18][CH3:19].[CH2:26]1[O:27][CH2:28][CH2:29][CH2:30]1.[CH3:31][CH2:32][CH2:33][CH2:34][CH2:35][CH3:36].[CH:20](=[O:21])[O:22][CH3:23].[Cl-:24].[NH4+:25]>>[c:2]1([CH:20]=[O:21])[c:3]([O:12][CH2:13][CH3:14])[n:4][cH:5][n:6][c:7]1[C:8]([F:9])([F:10])[F:11].